Dataset: the Open Reaction Database (ORD), a public repository of structured organic reaction records. Task: describe an organic reaction: reactants, conditions, products, and yield Reactants: CCOC(=O)C1CCN(c2nc(C(F)(F)F)ccc2C=CC(=O)O)CC1, Cl, CS(=O)(=O)Nc1ccc(CN)cc1F. Product: CCOC(=O)C1CCN(c2nc(C(F)(F)F)ccc2C=CC(=O)NCc2ccc(NS(C)(=O)=O)c(F)c2)CC1. As a reaction SMILES: [CH2:16]([CH3:17])[O:18][C:19](=[O:20])[CH:21]1[CH2:22][CH2:23][N:24]([c:27]2[n:28][c:29]([C:38]([F:39])([F:40])[F:41])[cH:30][cH:31][c:32]2[CH:33]=[CH:34][C:35](=[O:36])[OH:37])[CH2:25][CH2:26]1.[ClH:15].[NH2:1][CH2:2][c:3]1[cH:4][c:5]([F:14])[c:6]([NH:9][S:10](=[O:11])(=[O:12])[CH3:13])[cH:7][cH:8]1>>[NH:1]([CH2:2][c:3]1[cH:4][c:5]([F:14])[c:6]([NH:9][S:10](=[O:11])(=[O:12])[CH3:13])[cH:7][cH:8]1)[C:35]([CH:34]=[CH:33][c:32]1[c:27]([N:24]2[CH2:23][CH2:22][CH:21]([C:19]([O:18][CH2:16][CH3:17])=[O:20])[CH2:26][CH2:25]2)[n:28][c:29]([C:38]([F:39])([F:40])[F:41])[cH:30][cH:31]1)=[O:36]. Reported procedure: A solution of N-butanesulfonyl-N-trimethylsilylamide (prepared according to the procedure described in Example 8) (0.64 g, 3.06 mmol), t-butoxycarbonylisoleucine fluoride (0.475 g, 2.04 mmol), and dimethylaminopyridine (110 mg, 0.9 mmol) in tetrahydrofuran (7 ml) is stirred at room temperature for 2 hours. The mixture is diluted with 10% citric acid and extracted with ethyl acetate. The organic layer is washed with water and brine, dried over magnesium sulfate, and concentrated in vacuo. The cru... The product is C(CCC)S(=O)(=O)NC([C@@H](NC(=O)OC(C)(C)C)[C@@H](C)CC)=O (N-butanesulfonyl-(t-butoxycarbonyl)isoleucineamide). Reaction conditions: time 2 hour. The reactants are C(CCC)S(=O)(=O)[N-][Si](C)(C)C (N-butanesulfonyl-N-trimethylsilylamide), C(C)(C)(C)OC(=O)N[C@@H]([C@@H](C)CC)C(=O)F (t-butoxycarbonylisoleucine fluoride), CN(C)C1=NC=CC=C1 (dimethylaminopyridine). Solvent: O1CCCC1 (tetrahydrofuran), C(CC(O)(C(=O)O)CC(=O)O)(=O)O (citric acid). As a reaction SMILES: [CH2:1]([S:5]([N-:8][Si](C)(C)C)(=[O:7])=[O:6])[CH2:2][CH2:3][CH3:4].[C:13]([O:17][C:18]([NH:20][C@H:21]([C:26](F)=[O:27])[C@H:22]([CH2:24][CH3:25])[CH3:23])=[O:19])([CH3:16])([CH3:15])[CH3:14].CN(C1C=CC=CN=1)C>O1CCCC1.C(O)(=O)CC(CC(O)=O)(C(O)=O)O>[CH2:1]([S:5]([NH:8][C:26](=[O:27])[C@H:21]([C@H:22]([CH2:24][CH3:25])[CH3:23])[NH:20][C:18]([O:17][C:13]([CH3:14])([CH3:16])[CH3:15])=[O:19])(=[O:7])=[O:6])[CH2:2][CH2:3][CH3:4].